From a dataset of the Open Reaction Database (ORD), a public repository of structured organic reaction records. describe an organic reaction: reactants, conditions, products, and yield Starting materials: CC(C)=O, Fc1ccc(Sc2c[nH]c3ncccc23)cc1, [Na+], O=C([O-])O, O. As a reaction SMILES: [CH3:24][C:25](=[O:26])[CH3:27].[F:1][c:2]1[cH:3][cH:4][c:5]([S:8][c:9]2[cH:10][nH:11][c:12]3[n:13][cH:14][cH:15][cH:16][c:17]23)[cH:6][cH:7]1.[Na+:22].[O-:18][C:19]([OH:20])=[O:21].[OH2:23]>>[F:1][c:2]1[cH:3][cH:4][c:5]([S:8]([c:9]2[cH:10][nH:11][c:12]3[n:13][cH:14][cH:15][cH:16][c:17]23)(=[O:18])=[O:23])[cH:6][cH:7]1. Yields the product O=S(=O)(c1ccc(F)cc1)c1c[nH]c2ncccc12. Starting materials: C(=O)(O)C12CCC(CC1)(CC2)NCC(=O)N2[C@@H](C[C@@H](C2)F)C#N ((2S,4S)-1-[[N-(4-carboxybicyclo[2.2.2]oct-1-yl)amino]acetyl]-4-fluoropyrrolidine-2-carbonitrile), FC(C1=CC=C(CN)C=C1)(F)F (4-(trifluoromethyl)benzylamine). Product: F[C@H]1C[C@H](N(C1)C(CNC12CCC(CC1)(CC2)C(=O)NCC2=CC=C(C=C2)C(F)(F)F)=O)C#N ((2S,4S)-4-fluoro-1-[[N-(4-[N-(4-trifluoromethylphenylmethyl)amino]carbonylbicyclo[2.2.2]oct-1-yl)amino]acetyl]pyrrolidine-2-carbonitrile). Isolated yield 29.6%. RXN SMILES: [C:1]([C:4]12[CH2:11][CH2:10][C:7]([NH:12][CH2:13][C:14]([N:16]3[CH2:20][C@@H:19]([F:21])[CH2:18][C@H:17]3[C:22]#[N:23])=[O:15])([CH2:8][CH2:9]1)[CH2:6][CH2:5]2)([OH:3])=O.[F:24][C:25]([F:35])([F:34])[C:26]1[CH:33]=[CH:32][C:29]([CH2:30][NH2:31])=[CH:28][CH:27]=1>>[F:21][C@@H:19]1[CH2:20][N:16]([C:14](=[O:15])[CH2:13][NH:12][C:7]23[CH2:10][CH2:11][C:4]([C:1]([NH:31][CH2:30][C:29]4[CH:28]=[CH:27][C:26]([C:25]([F:24])([F:34])[F:35])=[CH:33][CH:32]=4)=[O:3])([CH2:9][CH2:8]2)[CH2:5][CH2:6]3)[C@H:17]([C:22]#[N:23])[CH2:18]1. Reported procedure: In a similar manner to Example 63, (2S,4S)-1-[[N-(4-carboxybicyclo[2.2.2]oct-1-yl)amino]acetyl]-4-fluoropyrrolidine-2-carbonitrile (50.0 mg) and 4-(trifluoromethyl)benzylamine (60.0 mg) were used to obtain (2S,4S)-4-fluoro-1-[[N-(4-[N-(4-trifluoromethylphenylmethyl)amino]carbonylbicyclo[2.2.2]oct-1-yl)amino]acetyl]pyrrolidine-2-carbonitrile (22.0 mg). Starting materials: C(C=C)ON=C1C[C@H](N(C1)C(=O)OC(C)(C)C)C(=O)O ((2S,4EZ)-4-[(allyloxy)imino]-1-(tert-butoxycarbonyl)-2-pyrrolidinecarboxylic acid), CN(CCCC(=O)Cl)C (4-(dimethylamino)-butanoyl chloride), C(C)N1C2=CC=CC=C2C=2C=C(C=CC12)N (9-ethyl-9H-carbazol-3-amine). Product: C(C=C)ON=C1C[C@H](N(C1)C(CCCN(C)C)=O)C(=O)NC=1C=CC=2N(C3=CC=CC=C3C2C1)CC ((2S,4EZ)-4-[(allyloxy)imino]-1-[4-(dimethylamino)butanoyl]-N-(9-ethyl-9H-carbazol-3-yl)-2-pyrrolidinecarboxamide). As a reaction SMILES: [CH2:1]([O:4][N:5]=[C:6]1[CH2:10][N:9]([C:11]([O:13]C(C)(C)C)=O)[C@H:8]([C:18]([OH:20])=O)[CH2:7]1)[CH:2]=[CH2:3].[CH3:21][N:22]([CH3:29])[CH2:23][CH2:24][CH2:25]C(Cl)=O.[CH2:30]([N:32]1[C:44]2[CH:43]=[CH:42][C:41]([NH2:45])=[CH:40][C:39]=2[C:38]2[C:33]1=[CH:34][CH:35]=[CH:36][CH:37]=2)[CH3:31]>>[CH2:1]([O:4][N:5]=[C:6]1[CH2:10][N:9]([C:11](=[O:13])[CH2:25][CH2:24][CH2:23][N:22]([CH3:29])[CH3:21])[C@H:8]([C:18]([NH:45][C:41]2[CH:42]=[CH:43][C:44]3[N:32]([CH2:30][CH3:31])[C:33]4[C:38]([C:39]=3[CH:40]=2)=[CH:37][CH:36]=[CH:35][CH:34]=4)=[O:20])[CH2:7]1)[CH:2]=[CH2:3]. Procedure: Following the general method as outlined in Example 22, starting from (2S,4EZ)-4-[(allyloxy)imino]-1-(tert-butoxycarbonyl)-2-pyrrolidinecarboxylic acid, 4-(dimethylamino)-butanoyl chloride and 9-ethyl-9H-carbazol-3-amine the title compound was obtained in 40% purity by LC/MS. MS(ESI+): m/z=490.4. The reactants are C(C)(=O)O (Acetic acid), BrC1=C(C=C(C=C1)[N+](=O)[O-])OCCOC1=CC=CC=C1 (1-bromo-4-nitro-2-(2-phenoxy-ethoxy)-benzene). Reagents/catalysts: [Zn] (zinc). The solvent is C(C)O (ethanol). Run at time 4 hour. Yields the product BrC1=C(C=C(C=C1)N)OCCOC1=CC=CC=C1 (4-bromo-3-(2-phenoxy-ethoxy)-phenylamine). Isolated yield 84.0%. Reaction SMILES: C(O)(=O)C.[Br:5][C:6]1[CH:11]=[CH:10][C:9]([N+:12]([O-])=O)=[CH:8][C:7]=1[O:15][CH2:16][CH2:17][O:18][C:19]1[CH:24]=[CH:23][CH:22]=[CH:21][CH:20]=1>C(O)C.[Zn]>[Br:5][C:6]1[CH:11]=[CH:10][C:9]([NH2:12])=[CH:8][C:7]=1[O:15][CH2:16][CH2:17][O:18][C:19]1[CH:20]=[CH:21][CH:22]=[CH:23][CH:24]=1. Procedure details: Acetic acid (1.068 mL, 18 mmol) was added to the mixture of 25b (600 mg, 1.8 mmol) and zinc dust (1.157 g, 18.0 mmol) in ethanol (10 mL) at 0° C. The reaction mixture was warmed to room temperature and stirred for 4 hrs. The mixture was filtered, the solvent distilled off under reduced pressure and the crude was purified by flash column chromatography to obtain the aniline 25c in 84% yield. Starting materials: C(C)(C)(C)NC=1SCC2(C3=CC(=CC=C3OC=3C=CC(=CC23)C#CC(C)(C)C)C=2C=NC=NC2)N1 (N-tert-butyl-2′-(3,3-dimethylbut-1-ynyl)-7′-(pyrimidin-5-yl)-5H-spiro[thiazole-4,9′-xanthen]-2-amine), C(=O)(C(F)(F)F)O (TFA). Conditions: temperature 160 celsius, time 3 hour. The product is ( R ), NC=1SC[C@]2(C3=CC(=CC=C3OC=3C=CC(=CC23)C=2C=NC=NC2)C(CC(C)(C)C)=O)N1 ((S)-1-(2-amino-2′-(pyrimidin-5-yl)-5H-spiro[thiazole-4,9′-xanthene]-7′-yl)-3,3-dimethylbutan-1-one). As a reaction SMILES: C([NH:5][C:6]1[S:7][CH2:8][C:9]2([N:35]=1)[C:22]1[CH:21]=[C:20]([C:23]#[C:24][C:25]([CH3:28])([CH3:27])[CH3:26])[CH:19]=[CH:18][C:17]=1[O:16][C:15]1[C:10]2=[CH:11][C:12]([C:29]2[CH:30]=[N:31][CH:32]=[N:33][CH:34]=2)=[CH:13][CH:14]=1)(C)(C)C.C(O)(C(F)(F)F)=[O:37]>>[NH2:5][C:6]1[S:7][CH2:8][C@:9]2([N:35]=1)[C:10]1[CH:11]=[C:12]([C:29]3[CH:30]=[N:31][CH:32]=[N:33][CH:34]=3)[CH:13]=[CH:14][C:15]=1[O:16][C:17]1[C:22]2=[CH:21][C:20]([C:23](=[O:37])[CH2:24][C:25]([CH3:28])([CH3:26])[CH3:27])=[CH:19][CH:18]=1. Procedure details: A resealable tube charged with N-tert-butyl-2′-(3,3-dimethylbut-1-ynyl)-7′-(pyrimidin-5-yl)-5H-spiro[thiazole-4,9′-xanthen]-2-amine (0.113 g, 0.234 mmol) and TFA (2 mL) was sealed and heated to 160° C. After 3 hrs, the solvent was removed in vacuo and the residue taken up in 2 mL DCM. TEA (ca. 0.1 mL) was added and the solution was loaded onto a silica gel plug and purified by silica gel chromatography using 2-4% MeOH:DCM w/1% NH4OH to afford crude, racemic product that was resolved by chiral co... Product: CC1(C(=O)O)CCOCC1. RXN SMILES: [CH3:1][O:2][C:3](=[O:4])[C:5]1([CH3:11])[CH2:6][CH2:7][O:8][CH2:9][CH2:10]1.[Li+:12].[O:14]1[CH2:15][CH2:16][CH2:17][CH2:18]1.[OH-:13].[OH2:19]>>[O:2]=[C:3]([OH:4])[C:5]1([CH3:11])[CH2:6][CH2:7][O:8][CH2:9][CH2:10]1. Starting materials: COC(=O)C1(C)CCOCC1, [Li+], C1CCOC1, [OH-], O. Starting materials: C(C1=CC=CC=C1)(=O)OC1C(N(C2=CC=C(C=C12)C)CC)=O (1-ethyl-5-methyl-2-oxoindolin-3-yl benzoate), ClC=1C=C2C(C(N(C2=CC1)CC)=O)=O (5-chloro-1-ethylindoline-2,3-dione). The product is C(C1=CC=CC=C1)(=O)OC1C(N(C2=CC=C(C=C12)Cl)CC)=O (5-chloro-1-ethyl-2-oxoindolin-3-yl benzoate). Reaction SMILES: [C:1]([O:9][CH:10]1[C:18]2[C:13](=[CH:14][CH:15]=[C:16](C)[CH:17]=2)[N:12]([CH2:20][CH3:21])[C:11]1=[O:22])(=[O:8])[C:2]1[CH:7]=[CH:6][CH:5]=[CH:4][CH:3]=1.[Cl:23]C1C=C2C(=CC=1)N(CC)C(=O)C2=O>>[C:1]([O:9][CH:10]1[C:18]2[C:13](=[CH:14][CH:15]=[C:16]([Cl:23])[CH:17]=2)[N:12]([CH2:20][CH3:21])[C:11]1=[O:22])(=[O:8])[C:2]1[CH:7]=[CH:6][CH:5]=[CH:4][CH:3]=1. Procedure details: Was made in an analogous fashion to 1-ethyl-5-methyl-2-oxoindolin-3-yl benzoate using 5-chloro-1-ethylindoline-2,3-dione. 1H-NMR δ 8.11 (dd, 2H), 7.60 (dt, 1H), 7.47 (m, 2H) 7.45 (m, 1H), 7.33 (dd, 1H), 6.80 (d, 1H), 6.10 (d, 1H), 3.85 (m, 2H), 1.33 (t, 3H). Reactants: CCOC(=O)C=C1CCCCC1, CCCC[N+](CCCC)(CCCC)CCCC, [F-], C[N+](=O)[O-], C1CCOC1, O. The product is CCOC(=O)CC1(C[N+](=O)[O-])CCCCC1. Reaction SMILES: [CH2:1]([CH3:2])[O:3][C:4]([CH:5]=[C:6]1[CH2:7][CH2:8][CH2:9][CH2:10][CH2:11]1)=[O:12].[CH3:18][CH2:19][CH2:20][CH2:21][N+:22]([CH2:23][CH2:24][CH2:25][CH3:26])([CH2:27][CH2:28][CH2:29][CH3:30])[CH2:31][CH2:32][CH2:33][CH3:34].[F-:17].[N+:13](=[O:14])([O-:15])[CH3:16].[O:35]1[CH2:36][CH2:37][CH2:38][CH2:39]1.[OH2:40]>>[CH2:1]([CH3:2])[O:3][C:4]([CH2:5][C:6]1([CH2:16][N+:13](=[O:14])[O-:15])[CH2:7][CH2:8][CH2:9][CH2:10][CH2:11]1)=[O:12].